Dataset: the Open Reaction Database (ORD), a public repository of structured organic reaction records. Task: describe an organic reaction: reactants, conditions, products, and yield Reactants: C(C(=O)Cl)(=O)Cl (oxalyl chloride), CS(=O)(=O)C1=CC=C(C=C1)N1C=C(C=2C1=NC=CC2)C(=O)O (1-(4-(methylsulfonyl)phenyl)-1H-pyrrolo[2,3-b]pyridine-3-carboxylic acid). Run in ClCCl (dichloromethane). Run at temperature 20 celsius, time 300 hour. Product: CS(=O)(=O)C1=CC=C(C=C1)N1C=C(C=2C1=NC=CC2)C(=O)OC(=O)C2=CN(C1=NC=CC=C12)C1=CC=C(C=C1)S(=O)(=O)C (Bis[1-(4-(methylsulfonyl)phenyl)-1H-pyrrolo[2,3-b]pyridine-3-carboxylic]anhydride). RXN SMILES: [C:1](Cl)(=[O:5])[C:2](Cl)=O.[CH3:7][S:8]([C:11]1[CH:16]=[CH:15][C:14]([N:17]2[C:21]3=[N:22][CH:23]=[CH:24][CH:25]=[C:20]3[C:19]([C:26]([OH:28])=[O:27])=[CH:18]2)=[CH:13][CH:12]=1)(=[O:10])=[O:9]>ClCCl>[CH3:7][S:8]([C:11]1[CH:16]=[CH:15][C:14]([N:17]2[C:21]3=[N:22][CH:23]=[CH:24][CH:25]=[C:20]3[C:19]([C:26]([O:28][C:1]([C:2]3[C:20]4[C:21](=[N:22][CH:23]=[CH:24][CH:25]=4)[N:17]([C:14]4[CH:15]=[CH:16][C:11]([S:8]([CH3:7])(=[O:10])=[O:9])=[CH:12][CH:13]=4)[CH:18]=3)=[O:5])=[O:27])=[CH:18]2)=[CH:13][CH:12]=1)(=[O:9])=[O:10]. Procedure details: 0.52 cm3 (6 mmol) of oxalyl chloride was added, under an argon atmosphere, to 1-(4-(methylsulfonyl)phenyl)-1H-pyrrolo[2,3-b]pyridine-3-carboxylic acid in 15 cm3 of dichloromethane. After stirring at a temperature in the region of 20° C. for 300 h, the reaction mixture was concentrated to dryness under reduced pressure (2.7 kPa). The residue was triturated with 20 cm3 of dichloromethane, filtered and pulled dry, and then the solid was washed with 50 cm3 of distilled water to give, after drying, 0... The reactants are Br.C(C)(=O)O (HBr acetic acid), C(C1=CC=CC=C1)C(=O)NC1=CC=C(CN2C(C(C(CC2)=O)=C2SC=CS2)=O)C=C1 (1-(p-(N-Benzylcarbonylamino)benzyl)-3-(1,3-dithiol-2-ylidene)-2,4-dioxopiperidine), CCOCC (ether). Solvent: C(C)(=O)O (acetic acid). Run at time 40 minute. Product: Br.NC1=CC=C(CN2C(C(C(CC2)=O)=C2SC=CS2)=O)C=C1 (1-(p-aminobenzyl)-3-(1,3-dithiol-2-ylidene)-2,4-dioxopiperidine hydrobromide). Yield: 79.3%. Reaction SMILES: C(C([NH:10][C:11]1[CH:30]=[CH:29][C:14]([CH2:15][N:16]2[CH2:21][CH2:20][C:19](=[O:22])[C:18](=[C:23]3[S:27][CH:26]=[CH:25][S:24]3)[C:17]2=[O:28])=[CH:13][CH:12]=1)=O)C1C=CC=CC=1.[BrH:31].C(O)(=O)C.CCOCC>C(O)(=O)C>[BrH:31].[NH2:10][C:11]1[CH:30]=[CH:29][C:14]([CH2:15][N:16]2[CH2:21][CH2:20][C:19](=[O:22])[C:18](=[C:23]3[S:24][CH:25]=[CH:26][S:27]3)[C:17]2=[O:28])=[CH:13][CH:12]=1 |f:1.2,5.6|. Reported procedure: 1-(p-(N-Benzylcarbonylamino)benzyl)-3-(1,3-dithiol-2-ylidene)-2,4-dioxopiperidine (100 mg) is dissolved in acetic acid (2 ml), and a 25% HBr-acetic acid solution (0.5 ml) is added thereto. The mixture is stirred at room temperature for 40 minutes, and then at 40°-50° C. for one hour. After cooling the mixture, ether is added to the mixture. The precipitated crystals are collected by filtration, and recrystallized from a mixture of methanol and ether to give 1-(p-aminobenzyl)-3-(1,3-dithiol-2-yli...